Dataset: the Open Reaction Database (ORD), a public repository of structured organic reaction records. Task: describe an organic reaction: reactants, conditions, products, and yield Product: Cc1c(C)c2c(c(C)c1OCc1ccccc1)CCC(C)(CCO)O2. RXN SMILES: [C:1](=[O:2])([CH3:3])[O:4][CH2:5][CH2:6][C:7]1([CH3:28])[O:8][c:9]2[c:10]([CH3:27])[c:11]([CH3:26])[c:12]([O:18][CH2:19][c:20]3[cH:21][cH:22][cH:23][cH:24][cH:25]3)[c:13]([CH3:17])[c:14]2[CH2:15][CH2:16]1.[C:31](=[O:32])([O-:33])[O-:34].[CH3:29][OH:30].[K+:35].[K+:36].[OH2:37]>>[OH:4][CH2:5][CH2:6][C:7]1([CH3:28])[O:8][c:9]2[c:10]([CH3:27])[c:11]([CH3:26])[c:12]([O:18][CH2:19][c:20]3[cH:21][cH:22][cH:23][cH:24][cH:25]3)[c:13]([CH3:17])[c:14]2[CH2:15][CH2:16]1. Reactants: CC(=O)OCCC1(C)CCc2c(C)c(OCc3ccccc3)c(C)c(C)c2O1, O=C([O-])[O-], CO, [K+], [K+], O. Run in C(C)O (ethanol). Reagents/catalysts: [Pd] (palladium on carbon). The reactants are [N+](=O)([O-])C1=CC2=C(SC=C2)C=C1 (5-nitrobenzo[b]thiophene). As a reaction SMILES: [N+:1]([C:4]1[CH:12]=[CH:11][C:7]2[S:8][CH:9]=[CH:10][C:6]=2[CH:5]=1)([O-])=O>[Pd].C(O)C>[S:8]1[CH:9]=[CH:10][C:6]2[CH:5]=[C:4]([NH2:1])[CH:12]=[CH:11][C:7]1=2. Procedure: A mixture of 5-nitrobenzo[b]thiophene (3.09 g, 17.0 mmol) and 10% palladium on carbon (Aldrich, cat. No. 20,569-9) (150 mg) in ethanol (90 mL) was shaken in a Parr flask under a hydrogen atmosphere of 3 bar. After 16 h the catalyst was filtered off over a celite pad and washed with ethanol (2×30 mL). The filtrate was evaporated in vacuo to yield benzo[b]thiophen-5-amine (2.57 g, 100%) as a dark purple amorphous solid. 1H NMR δ (CDCl3, 400 MHz) 3.70 (br. s., 2H), 6.78 (dd, J=8.61, 1.96 Hz, 1H), 7... The yield is 101.3%. Yields the product S1C2=C(C=C1)C=C(C=C2)N (benzo[b]thiophen-5-amine). Procedure details: To a solution of (S)-tert-butyl 4-hydroxy-3,3-dimethylpiperidine-1-carboxylate (6.43 g, 28.0 mmol) in DMF (100 mL) at 0° C. was added NaH (60% dispersion in mineral oil, 2.24 g, 56.1 mmol), and the reaction mixture was stirred at room temperature for 15 min. Then, MeI (3.16 mL, 50.5 mmol) was added dropwise and the resulting mixture was stirred at room temperature for 1.5 h. The reaction mixture was then cooled to 0° C. and sat. aq. NH4Cl was added slowly and stirred for 5 min. The solution was ... The solvent is CN(C)C=O (DMF), O (water). The reactants are O[C@@H]1C(CN(CC1)C(=O)OC(C)(C)C)(C)C ((S)-tert-butyl 4-hydroxy-3,3-dimethylpiperidine-1-carboxylate), [H-].[Na+] (NaH), [NH4+].[Cl-] (NH4Cl), CI (MeI). Reaction SMILES: [OH:1][C@H:2]1[CH2:7][CH2:6][N:5]([C:8]([O:10][C:11]([CH3:14])([CH3:13])[CH3:12])=[O:9])[CH2:4][C:3]1([CH3:16])[CH3:15].[H-].[Na+].[CH3:19]I.[NH4+].[Cl-]>CN(C=O)C.O>[CH3:19][O:1][C@H:2]1[CH2:7][CH2:6][N:5]([C:8]([O:10][C:11]([CH3:14])([CH3:13])[CH3:12])=[O:9])[CH2:4][C:3]1([CH3:16])[CH3:15] |f:1.2,4.5|. Reaction conditions: time 15 minute. Product: CO[C@@H]1C(CN(CC1)C(=O)OC(C)(C)C)(C)C ((S)-tert-butyl 4-methoxy-3,3-dimethylpiperidine-1-carboxylate). The reactants are [Li+].[OH-] (LiOH), Cl[C@@H]1C[C@H]([C@@H]([C@H]1CCSC=1SC=C(N1)C(=O)OCC)CCCCCCCC)O (Ethyl 2-(2-((1R,2R,3R,5R)-5-chloro-3-hydroxy-2-octylcyclopentyl)ethylthio)thiazole-4-carboxylate). Yields the product Cl[C@@H]1C[C@H]([C@@H]([C@H]1CCSC=1SC=C(N1)C(=O)O)CCCCCCCC)O (2-(2-((1R,2R,3R,5R)-5-chloro-3-hydroxy-2-octylcyclopentyl)ethylthio)thiazole-4-carboxylic acid). Yield: 106.7%. As a reaction SMILES: [Li+].[OH-].[Cl:3][C@H:4]1[C@H:8]([CH2:9][CH2:10][S:11][C:12]2[S:13][CH:14]=[C:15]([C:17]([O:19]CC)=[O:18])[N:16]=2)[C@@H:7]([CH2:22][CH2:23][CH2:24][CH2:25][CH2:26][CH2:27][CH2:28][CH3:29])[C@H:6]([OH:30])[CH2:5]1>>[Cl:3][C@H:4]1[C@H:8]([CH2:9][CH2:10][S:11][C:12]2[S:13][CH:14]=[C:15]([C:17]([OH:19])=[O:18])[N:16]=2)[C@@H:7]([CH2:22][CH2:23][CH2:24][CH2:25][CH2:26][CH2:27][CH2:28][CH3:29])[C@H:6]([OH:30])[CH2:5]1 |f:0.1|. Reported procedure: The previously described LiOH procedure (U.S. Pat. No. 7,091,231) was used, starting with 13 mg 6-7 and providing 6-8 (13 mg, 100%). Reactants: BrC1=C(C=C(C(=O)O)C=C1O)O (4-bromo-3,5-dihydroxybenzoic acid), S(O)(O)(=O)=O (sulfuric acid), C(C)O (ethanol). The product is BrC1=C(C=C(C(=O)OCC)C=C1O)O (Ethyl 4-bromo-3,5-dihydroxybenzoate). Reaction SMILES: [Br:1][C:2]1[C:10]([OH:11])=[CH:9][C:5]([C:6]([OH:8])=[O:7])=[CH:4][C:3]=1[OH:12].S(=O)(=O)(O)O.[CH2:18](O)[CH3:19]>>[Br:1][C:2]1[C:10]([OH:11])=[CH:9][C:5]([C:6]([O:8][CH2:18][CH3:19])=[O:7])=[CH:4][C:3]=1[OH:12]. Procedure: A mixture of 4-bromo-3,5-dihydroxybenzoic acid (45.0 g), concentrated sulfuric acid (5 mL), and ethanol (300 mL) was heated to reflux for 24 hours. The solvent was distilled off under reduced pressure. The residue was diluted with ethyl acetate and washed with water, a saturated aqueous solution of sodium bicarbonate, and saturated saline in this order. The obtained organic layer was dried over anhydrous magnesium sulfate, and then, the solvent was distilled off under reduced pressure. The obtai...